This data is from the Open Reaction Database (ORD), a public repository of structured organic reaction records. The task is: describe an organic reaction: reactants, conditions, products, and yield The reactants are CN1C(=CC=C1)C(=O)C1=CC=C2N1CCC2C(=O)O (5-(N-methyl-2-pyrroyl)-1,2 -dihydro-3H-pyrrolo[1,2-a]pyrrole-1-carboxylic acid), [OH-].[Na+] (sodium hydroxide), solution. Run in CO (methanol). Product: CN1C(=CC=C1)C(=O)C1=CC=C2N1CCC2C(=O)[O-].[Na+] (sodium 5-(N-methyl -2-pyrroyl)-1,2-dihydro-3H-pyrrolo-[1,2-a]pyrrole-1-carboxylate). RXN SMILES: [CH3:1][N:2]1[CH:6]=[CH:5][CH:4]=[C:3]1[C:7]([C:9]1[N:13]2[CH2:14][CH2:15][CH:16]([C:17]([OH:19])=[O:18])[C:12]2=[CH:11][CH:10]=1)=[O:8].[OH-].[Na+:21]>CO>[CH3:1][N:2]1[CH:6]=[CH:5][CH:4]=[C:3]1[C:7]([C:9]1[N:13]2[CH2:14][CH2:15][CH:16]([C:17]([O-:19])=[O:18])[C:12]2=[CH:11][CH:10]=1)=[O:8].[Na+:21] |f:1.2,4.5|. Procedure details: To a solution of 300 mg. of 5-(N-methyl-2-pyrroyl)-1,2 -dihydro-3H-pyrrolo[1,2-a]pyrrole-1-carboxylic acid in 5 ml. of methanol is added 1 molar equivalent of sodium hydroxide, in the form of a 0.1N solution. The solvent is then evaporated under reduced pressure and the residue taken up in 2 ml. of methanol, followed by precipitation with ether, to yield crude sodium 5-(N-methyl -2-pyrroyl)-1,2-dihydro-3H-pyrrolo-[1,2-a]pyrrole-1-carboxylate which can be crystallized from ethyl acetate-hexane. Starting materials: CC1=C(C=C(C=C1)C)O (2,5-dimethylphenol), cobalt di-(3-methylsalcylal)-3,3'-diimino-di-n-propylamine, CN1CCCCC1 (N-methylpiperidine), aqueous solution, [OH-].[Na+] (sodium hydroxide), Cl (hydrochloric acid), peroxides. The solvent is C(Cl)(Cl)Cl (chloroform). Product: CC=1C(C=C(C(C1)=O)C)=O (2,5-dimethyl-parabenzoquinone). RXN SMILES: [CH3:1][C:2]1[CH:7]=[CH:6][C:5]([CH3:8])=[CH:4][C:3]=1[OH:9].CN1CCCCC1.[OH-:17].[Na+].Cl>C(Cl)(Cl)Cl>[CH3:8][C:5]1[C:6](=[O:17])[CH:7]=[C:2]([CH3:1])[C:3](=[O:9])[CH:4]=1 |f:2.3|. Reported procedure: 12.2 g of 2,5-dimethylphenol (0.1 mole), 1.98 g of cobalt di-(3-methylsalcylal)-3,3'-diimino-di-n-propylamine (0.0005 mole) and 0.5 g of N-methylpiperidine were dissolved in 200 ml of chloroform and then air was bubbled through the resulting solution at 15°C for 10 hours during which time the reaction was completed. After completion of the reaction, the reaction mixture was rendered basic by adding a 2% aqueous solution of sodium hydroxide to decompose peroxides present in the mixture followed b... The reactants are CC(CC(C)(C)C)(C)C1=CC=C(C=C1)O (4-(1,1,3,3-tetramethyl-butyl)-phenol), C1[C@@H](O1)CCl (R-epichlorohydrin). The product is CC(CC(C)(C)C)(C)C1=CC=C(OC[C@H]2OC2)C=C1 ((S)-2-(4-(1,1,3,3-Tetramethyl-butyl)-phenoxymethyl)-oxirane). RXN SMILES: [CH3:1][C:2]([C:9]1[CH:14]=[CH:13][C:12]([OH:15])=[CH:11][CH:10]=1)([CH3:8])[CH2:3][C:4]([CH3:7])([CH3:6])[CH3:5].[CH2:16]1[O:18][C@H:17]1[CH2:19]Cl>>[CH3:8][C:2]([C:9]1[CH:14]=[CH:13][C:12]([O:15][CH2:19][C@@H:17]2[CH2:16][O:18]2)=[CH:11][CH:10]=1)([CH3:1])[CH2:3][C:4]([CH3:5])([CH3:6])[CH3:7]. Procedure: The title compound was prepared from 4-(1,1,3,3-tetramethyl-butyl)-phenol and R-epichlorohydrin employing the procedures as set forth in Step 1 of Example 1. The reactants are BrC=1C=CC2=C(C=C(CO2)C=O)C1 (6-Bromo-2H-1-benzopyran-3-carboxaldehyde), C1(=CC=CC=C1)B(O)O (phenylboronic acid), C([O-])([O-])=O.[Na+].[Na+] (sodium carbonate). Reagents/catalysts: C=1C=CC(=CC1)[P](C=2C=CC=CC2)(C=3C=CC=CC3)[Pd]([P](C=4C=CC=CC4)(C=5C=CC=CC5)C=6C=CC=CC6)([P](C=7C=CC=CC7)(C=8C=CC=CC8)C=9C=CC=CC9)[P](C=1C=CC=CC1)(C=1C=CC=CC1)C=1C=CC=CC1 (tetrakis(triphenylphosphine)palladium(0)). Solvent: C1(=CC=CC=C1)C (toluene). The product is C1(=CC=CC=C1)C=1C=CC2=C(C=C(CO2)C=O)C1 (6-phenyl-2H-1-benzopyran-3-carboxaldehyde). Reaction SMILES: Br[C:2]1[CH:3]=[CH:4][C:5]2[O:10][CH2:9][C:8]([CH:11]=[O:12])=[CH:7][C:6]=2[CH:13]=1.[C:14]1(B(O)O)[CH:19]=[CH:18][CH:17]=[CH:16][CH:15]=1.C(=O)([O-])[O-].[Na+].[Na+]>C1(C)C=CC=CC=1.C1C=CC([P]([Pd]([P](C2C=CC=CC=2)(C2C=CC=CC=2)C2C=CC=CC=2)([P](C2C=CC=CC=2)(C2C=CC=CC=2)C2C=CC=CC=2)[P](C2C=CC=CC=2)(C2C=CC=CC=2)C2C=CC=CC=2)(C2C=CC=CC=2)C2C=CC=CC=2)=CC=1>[C:14]1([C:2]2[CH:3]=[CH:4][C:5]3[O:10][CH2:9][C:8]([CH:11]=[O:12])=[CH:7][C:6]=3[CH:13]=2)[CH:19]=[CH:18][CH:17]=[CH:16][CH:15]=1 |f:2.3.4,^1:39,41,60,79|. Procedure: The starting material is prepared as follows: 6-Bromo-2H-1-benzopyran-3-carboxaldehyde (5.00 g, 20.9 mmol), phenylboronic acid (2.81 g, 23.1 mmol), and tetrakis(triphenylphosphine)palladium(0) (725 mg, 0.63 mmol) are dissolved in 50 ml of toluene and treated with 25 ml of aqueous 2M sodium carbonate under nitrogen. The mixture is heated at reflux for 6 hours. The reaction mixture is cooled and extracted with ether (3×). The combined ethereal extracts are dried (MgSO4) and evaporated. Flash chrom... Reactants: FC(CCl)F (2,2-difluoro-1-chloroethane), CC1=CC=C(CN)C=C1 (4-methylbenzylamine), CC1=CC=C(CN)C=C1 (4-methylbenzylamine). The solvent is O (water). Product: FC(CNCC1=CC=C(C=C1)C)F (2,2-difluoro-N-(4-methylbenzyl)ethanamine). The yield is 58.0%. Reaction SMILES: [F:1][CH:2]([F:5])[CH2:3]Cl.[CH3:6][C:7]1[CH:14]=[CH:13][C:10]([CH2:11][NH2:12])=[CH:9][CH:8]=1>O>[F:1][CH:2]([F:5])[CH2:3][NH:12][CH2:11][C:10]1[CH:13]=[CH:14][C:7]([CH3:6])=[CH:8][CH:9]=1. Procedure: An amount of 26.2 g (242 mmol) of 2,2-difluoro-1-chloroethane and 10 g of 4-methylbenzylamine (80.8 mmol) are heated in an autoclave at an internal temperature of 120° C. for 16 hours. Subsequently, 50 g of water are added and the aqueous phase is separated. The aqueous phase is again extracted with 2,2-difluoro-1-chloroethane and the combined organic phases are distilled as described in Example 1.1. Here also, the 4-methylbenzylamine hydrochloride which is present in the aqueous phase can be co...